This data is from the Open Reaction Database (ORD), a public repository of structured organic reaction records. The task is: describe an organic reaction: reactants, conditions, products, and yield Product: CCc1nc2c(N)nc3cc(-c4cccnc4)ccc3c2n1CC1CCN(C(=O)OC(C)(C)C)CC1. Reaction SMILES: [CH2:32]([OH:33])[CH2:34][CH2:35][OH:36].[NH2:1][c:2]1[n:3][c:4]2[cH:5][c:6]([Br:31])[cH:7][cH:8][c:9]2[c:10]2[c:11]1[n:12][c:13]([CH2:29][CH3:30])[n:14]2[CH2:15][CH:16]1[CH2:17][CH2:18][N:19]([C:22](=[O:23])[O:24][C:25]([CH3:26])([CH3:27])[CH3:28])[CH2:20][CH2:21]1.[OH2:46].[n:37]1[cH:38][c:39]([B:43]([OH:44])[OH:45])[cH:40][cH:41][cH:42]1>>[NH2:1][c:2]1[n:3][c:4]2[cH:5][c:6](-[c:39]3[cH:38][n:37][cH:42][cH:41][cH:40]3)[cH:7][cH:8][c:9]2[c:10]2[c:11]1[n:12][c:13]([CH2:29][CH3:30])[n:14]2[CH2:15][CH:16]1[CH2:17][CH2:18][N:19]([C:22](=[O:23])[O:24][C:25]([CH3:26])([CH3:27])[CH3:28])[CH2:20][CH2:21]1. Starting materials: OCCCO, CCc1nc2c(N)nc3cc(Br)ccc3c2n1CC1CCN(C(=O)OC(C)(C)C)CC1, O, OB(O)c1cccnc1.